Dataset: the Open Reaction Database (ORD), a public repository of structured organic reaction records. Task: describe an organic reaction: reactants, conditions, products, and yield Reactants: CC(CC1=C(C=CC(=N1)COC=1C=C(C=C(C1)OC)CCC(=O)OCC)C1=C(C=CC(=C1)OC)F)(C)C (ethyl 3-(3-((6-(2,2-dimethylpropyl)-5-(2-fluoro-5-methoxyphenyl)pyridin-2-yl)methoxy)-5-methoxyphenyl)propanoate), [OH-].[Na+] (sodium hydroxide). Run in CO (methanol), C1CCOC1 (THF). Run at time 15 hour. Product: CC(CC1=C(C=CC(=N1)COC=1C=C(C=C(C1)OC)CCC(=O)O)C1=C(C=CC(=C1)OC)F)(C)C (3-(3-((6-(2,2-dimethylpropyl)-5-(2-fluoro-5-methoxyphenyl)pyridin-2-yl)methoxy)-5-methoxyphenyl)propanoic acid). Isolated yield 75.0%. Reaction SMILES: [CH3:1][C:2]([CH3:37])([CH3:36])[CH2:3][C:4]1[N:9]=[C:8]([CH2:10][O:11][C:12]2[CH:13]=[C:14]([CH2:20][CH2:21][C:22]([O:24]CC)=[O:23])[CH:15]=[C:16]([O:18][CH3:19])[CH:17]=2)[CH:7]=[CH:6][C:5]=1[C:27]1[CH:32]=[C:31]([O:33][CH3:34])[CH:30]=[CH:29][C:28]=1[F:35].[OH-].[Na+]>CO.C1COCC1>[CH3:1][C:2]([CH3:37])([CH3:36])[CH2:3][C:4]1[N:9]=[C:8]([CH2:10][O:11][C:12]2[CH:13]=[C:14]([CH2:20][CH2:21][C:22]([OH:24])=[O:23])[CH:15]=[C:16]([O:18][CH3:19])[CH:17]=2)[CH:7]=[CH:6][C:5]=1[C:27]1[CH:32]=[C:31]([O:33][CH3:34])[CH:30]=[CH:29][C:28]=1[F:35] |f:1.2|. Procedure details: To a solution of ethyl 3-(3-((6-(2,2-dimethylpropyl)-5-(2-fluoro-5-methoxyphenyl)pyridin-2-yl)methoxy)-5-methoxyphenyl)propanoate (450 mg) in methanol (4.0 mL) and THF (8.0 mL) was added 1N aqueous sodium hydroxide solution (8.0 mL), and the mixture was stirred at room temperature for 15 hr. The reaction mixture was concentrated under reduced pressure, and 1N hydrochloric acid was added to the residue to adjust to pH<4. The reaction mixture was extracted with ethyl acetate, and the extract was w... Reactants: N1C=CC2=CC=CN=C12 (7-azaindole), C1(=CC=CC=C1)S(=O)(=O)Cl (benzenesulfonyl chloride), [OH-].[Na+] (sodium hydroxide). The reagents and catalysts are [Br-].C(CCC)[N+](CCCC)(CCCC)CCCC (tetrabutylammonium bromide). The solvent is ClCCl (dichloromethane). Conditions: temperature 0 celsius, time 10 minute. Product: C1(=CC=CC=C1)S(=O)(=O)N1C=CC=2C1=NC=CC2 (1-benzenesulfonyl-1H-pyrrolo[2,3-b]pyridine). The yield is 89.2%. As a reaction SMILES: [NH:1]1[C:9]2[C:4](=[CH:5][CH:6]=[CH:7][N:8]=2)[CH:3]=[CH:2]1.[OH-].[Na+].[C:12]1([S:18](Cl)(=[O:20])=[O:19])[CH:17]=[CH:16][CH:15]=[CH:14][CH:13]=1>[Br-].C([N+](CCCC)(CCCC)CCCC)CCC.ClCCl>[C:12]1([S:18]([N:1]2[C:9]3=[N:8][CH:7]=[CH:6][CH:5]=[C:4]3[CH:3]=[CH:2]2)(=[O:20])=[O:19])[CH:17]=[CH:16][CH:15]=[CH:14][CH:13]=1 |f:1.2,4.5|. Reported procedure: A mixture of 7-azaindole (10 g, 84.6 mmol) and tetrabutylammonium bromide (0.81 g, 2.53 mmol) in dichloromethane (211 mL, 0.4 M) at 0° C. was treated with powdered sodium hydroxide (10.15 g, 253.9 mmol). This solution was stirred at 0° C. for 10 min, it was then slowly treated with benzenesulfonyl chloride (16.3 mL, 126.9 mmol). The reaction was allowed to gradually warm to 25° C. and was stirred for 16 h. At this time, the resulting solids were removed by filtration and were washed with dichlor... The reactants are BrC(C(=O)C1=C(C=C(C=C1)C)C)C (2-bromo-1-(2,4-dimethyl-phenyl)-propan-1-one), O (water), C(C)OC(=O)C=1C(NNC1C)=O (5-methyl-3-oxo-2,3-dihydro-1H-pyrazole4-carboxylic acid ethyl ester), C(=O)([O-])[O-].[K+].[K+] (K2CO3). Run in CN(C)C=O (DMF), CN(C)C=O (DMF). Yields the product C(C)OC(=O)C=1C(=NNC1C)OC(C(=O)C1=C(C=C(C=C1)C)C)C (3-[2-(2,4-Dimethyl-phenyl)-1-methyl-2-oxo-ethoxy]-5-methyl-1H-pyrazole-4-carboxylic acid ethyl ester). RXN SMILES: [CH2:1]([O:3][C:4]([C:6]1[C:7](=[O:12])[NH:8][NH:9][C:10]=1[CH3:11])=[O:5])[CH3:2].C([O-])([O-])=O.[K+].[K+].Br[CH:20]([CH3:31])[C:21]([C:23]1[CH:28]=[CH:27][C:26]([CH3:29])=[CH:25][C:24]=1[CH3:30])=[O:22].O>CN(C=O)C>[CH2:1]([O:3][C:4]([C:6]1[C:7]([O:12][CH:20]([CH3:31])[C:21]([C:23]2[CH:28]=[CH:27][C:26]([CH3:29])=[CH:25][C:24]=2[CH3:30])=[O:22])=[N:8][NH:9][C:10]=1[CH3:11])=[O:5])[CH3:2] |f:1.2.3|. Reported procedure: To a well stirred mixture of 5-methyl-3-oxo-2,3-dihydro-1H-pyrazole4-carboxylic acid ethyl ester (200 mg, 1.18 mmol, 1 eq.) and K2CO3 (179 mg, 1.29 mmol, 1.1 eq.) in DMF (5 ml) is added dropwise a solution of 2-bromo-1-(2,4-dimethyl-phenyl)-propan-1-one (Intermediate BA) (298 mg, 1.23 mmol, 1.05 eq.) in DMF (2.5 ml) at 50° C. After the addition, the reaction mixture is further stirred at 50° C. for 1 h then poured into water (50 ml) and extracted with EtOAc (2×25 ml). The combined organic fracti... Reactants: C1CCOC1, COC(=O)C(Cc1ccc(-c2cccn(C)c2=O)cc1)NC(=O)c1cc(OC)ccc1Br, CO, CC(=O)O, [Li+], [OH-], O, O. Product: COc1ccc(Br)c(C(=O)NC(Cc2ccc(-c3cccn(C)c3=O)cc2)C(=O)O)c1. RXN SMILES: [CH2:42]1[O:43][CH2:44][CH2:45][CH2:46]1.[CH3:1][O:2][C:3]([CH:4]([NH:5][C:6](=[O:7])[c:8]1[c:9]([Br:16])[cH:10][cH:11][c:12]([O:14][CH3:15])[cH:13]1)[CH2:17][c:18]1[cH:19][cH:20][c:21](-[c:24]2[c:25](=[O:31])[n:26]([CH3:30])[cH:27][cH:28][cH:29]2)[cH:22][cH:23]1)=[O:32].[CH3:36][OH:37].[CH3:38][C:39](=[O:40])[OH:41].[Li+:35].[OH-:34].[OH2:33].[OH2:47]>>[O:2]=[C:3]([CH:4]([NH:5][C:6](=[O:7])[c:8]1[c:9]([Br:16])[cH:10][cH:11][c:12]([O:14][CH3:15])[cH:13]1)[CH2:17][c:18]1[cH:19][cH:20][c:21](-[c:24]2[c:25](=[O:31])[n:26]([CH3:30])[cH:27][cH:28][cH:29]2)[cH:22][cH:23]1)[OH:32]. Starting materials: CC1=C(C(=O)O)C=CC=C1[N+](=O)[O-] (2-methyl-3-nitrobenzoic acid), S(=O)(Cl)Cl (thionyl chloride). Yields the product CC1=C(C(=O)Cl)C=CC=C1[N+](=O)[O-] (2-methyl-3-nitrobenzoyl chloride). Isolated yield 95.0%. Reaction SMILES: [CH3:1][C:2]1[C:10]([N+:11]([O-:13])=[O:12])=[CH:9][CH:8]=[CH:7][C:3]=1[C:4](O)=[O:5].S(Cl)([Cl:16])=O>>[CH3:1][C:2]1[C:10]([N+:11]([O-:13])=[O:12])=[CH:9][CH:8]=[CH:7][C:3]=1[C:4]([Cl:16])=[O:5]. Procedure details: A mixture of 2-methyl-3-nitrobenzoic acid (9.2 grams; 0.05 mole) and 15 mls. of thionyl chloride was heated at reflux for 6 hours. The excess thionyl chloride was removed by distillation to obtain 2-methyl-3-nitrobenzoyl chloride (9.5 grams; 95% yield; m.p. 68-70° C.).